From a dataset of the Open Reaction Database (ORD), a public repository of structured organic reaction records. describe an organic reaction: reactants, conditions, products, and yield Reactants: CC(=O)O, CCNC, CN1CCCC1=O, Cc1cc(C=O)cc(C(=O)O)c1, ClCCl. The product is CCN(C)Cc1cc(C)cc(C(=O)O)c1. Reaction SMILES: [C:13]([OH:14])(=[O:15])[CH3:16].[CH2:17]([CH3:18])[NH:19][CH3:20].[CH3:24][N:25]1[CH2:26][CH2:27][CH2:28][C:29]1=[O:30].[CH:1](=[O:2])[c:3]1[cH:4][c:5]([C:6](=[O:7])[OH:8])[cH:9][c:10]([CH3:12])[cH:11]1.[Cl:21][CH2:22][Cl:23]>>[CH2:1]([c:3]1[cH:4][c:5]([C:6](=[O:7])[OH:8])[cH:9][c:10]([CH3:12])[cH:11]1)[N:19]([CH2:17][CH3:18])[CH3:20]. Starting materials: COC(=O)C=C(C)C(C)Cl, CS(=O)(=O)O, [H-], Nc1cc(Cl)nc(S)n1, [Na+], CN(C)C=O. The product is COC(=O)C=C(C)C(C)Sc1nc(N)cc(Cl)n1. Reaction SMILES: [CH3:17][O:18][C:19]([CH:20]=[C:21]([CH:22]([CH3:23])[Cl:24])[CH3:25])=[O:26].[CH3:1][S:2]([OH:3])(=[O:4])=[O:5].[H-:15].[NH2:6][c:7]1[n:8][c:9]([SH:14])[n:10][c:11]([Cl:13])[cH:12]1.[Na+:16].[O:27]=[CH:28][N:29]([CH3:30])[CH3:31]>>[NH2:6][c:7]1[n:8][c:9]([S:14][CH:22]([C:21](=[CH:20][C:19]([O:18][CH3:17])=[O:26])[CH3:25])[CH3:23])[n:10][c:11]([Cl:13])[cH:12]1. The reactants are C(#N)[BH3-].[Na+] (sodium cyanoborohydride), cycloalkyl amino-acid, 1,3,4-trisubstituted cyclopentanes, C(C)(=O)O[BH-](OC(C)=O)OC(C)=O.[Na+] (sodium triacetoxyborohydride), C(C)(C)(C)OC(=O)C1(CCCC1)N (1-aminocyclopentane carboxylic acid t-butyl ester). Product: C(C)(C)(C)OC(=O)C1(C=COC=C1)N (4-aminopyran-4-yl carboxylic acid t-butyl ester), ketone-alcohol. As a reaction SMILES: C(O[BH-](OC(=O)C)OC(=O)C)(=[O:3])C.[Na+].C([BH3-])#N.[Na+].[C:19]([O:23][C:24]([C:26]1([NH2:31])[CH2:30][CH2:29][CH2:28][CH2:27]1)=[O:25])([CH3:22])([CH3:21])[CH3:20]>>[C:19]([O:23][C:24]([C:26]1([NH2:31])[CH:30]=[CH:29][O:3][CH:28]=[CH:27]1)=[O:25])([CH3:22])([CH3:21])[CH3:20] |f:0.1,2.3|. Procedure details: An alternative route for the preparation of some 1,3,4-trisubstituted cyclopentanes within the scope of the instant invention is given in Scheme 11. Reductive alkylation, using for example sodium triacetoxyborohydride or sodium cyanoborohydride, of a cycloalkyl amino-acid 11-2, such as 1-aminocyclopentane carboxylic acid t-butyl ester (Z=single bond) or a heterocyclic amino-acid, such as 4-aminopyran-4-yl carboxylic acid t-butyl ester (Z=O) with the ketone-alcohol 11-1 (Scheme 4) gives 11-3 and ...